From a dataset of the Open Reaction Database (ORD), a public repository of structured organic reaction records. describe an organic reaction: reactants, conditions, products, and yield Reactants: O=C([O-])O, [Na+], c1ccncc1, O=S(=O)(Cl)c1ccc(-c2ccccn2)s1, Oc1ccccc1C1CC(c2cccnc2)=NN1. The product is O=S(=O)(c1ccc(-c2ccccn2)s1)N1N=C(c2cccnc2)CC1c1ccccc1O. Reaction SMILES: [C:40](=[O:41])([OH:42])[O-:43].[Na+:44].[cH:34]1[cH:35][cH:36][n:37][cH:38][cH:39]1.[n:19]1[c:20](-[c:25]2[cH:26][cH:27][c:28]([S:30](=[O:31])(=[O:32])[Cl:33])[s:29]2)[cH:21][cH:22][cH:23][cH:24]1.[n:1]1[cH:2][c:3]([C:7]2=[N:8][NH:9][CH:10]([c:12]3[c:13]([OH:18])[cH:14][cH:15][cH:16][cH:17]3)[CH2:11]2)[cH:4][cH:5][cH:6]1>>[n:1]1[cH:2][c:3]([C:7]2=[N:8][N:9]([S:30]([c:28]3[cH:27][cH:26][c:25](-[c:20]4[n:19][cH:24][cH:23][cH:22][cH:21]4)[s:29]3)(=[O:31])=[O:32])[CH:10]([c:12]3[c:13]([OH:18])[cH:14][cH:15][cH:16][cH:17]3)[CH2:11]2)[cH:4][cH:5][cH:6]1. The reactants are C(CCC)[Li] (n-butyllithium), C(C)(C)NC(C)C (diisopropylamine), O1CCCC1 (tetrahydrofuran), solution, NaH2PO4, O1CCCC1 (tetrahydrofuran), C(C)(=O)N1C(CCCC1)=O (N-acetylpiperidone), O1CCCC1 (tetrahydrofuran), C(CCC)[SnH](CCCC)CCCC (tri-n-butyltin hydride). Run in CCOCC (ether), O (water). Run at temperature -70 celsius, time 15 minute. Product: C(C)(=O)N1CCC(CC1)([Sn](CCCC)(CCCC)CCCC)O (1-Acetyl-4-hydroxy-4-(tributylstannyl)piperidine). As a reaction SMILES: C([Li])CCC.C(NC(C)C)(C)C.[CH2:13]([SnH:17]([CH2:22][CH2:23][CH2:24][CH3:25])[CH2:18][CH2:19][CH2:20][CH3:21])[CH2:14][CH2:15][CH3:16].[C:26]([N:29]1[CH2:34][CH2:33][CH2:32][CH2:31][C:30]1=O)(=[O:28])[CH3:27].[O:36]1CCCC1>CCOCC.O>[C:26]([N:29]1[CH2:34][CH2:33][C:32]([OH:36])([Sn:17]([CH2:13][CH2:14][CH2:15][CH3:16])([CH2:18][CH2:19][CH2:20][CH3:21])[CH2:22][CH2:23][CH2:24][CH3:25])[CH2:31][CH2:30]1)(=[O:28])[CH3:27]. Procedure: Under an inert atmosphere, 0.32 mmol of n-butyllithium (1.6M in hexane) is added over a period of 5 minutes to a solution of 0.32 mmol of diisopropylamine in 750 ml of tetrahydrofuran at 0° C. After stirring the mixture for 15 minutes, 0.32 mmol of tri-n-butyltin hydride is added. After 1 hour 30 minutes at 0° C., the reaction mixture is cooled to −70° C. and 0.26 mmol of N-acetylpiperidone in 225 ml of tetrahydrofuran is added and the reaction mixture is then diluted by adding 380 ml of tetrahy... Yields the product CC1(C)C(C(=O)c2cn(CCCCOCc3ccccc3)c3ccc(OCc4ccccc4)cc23)C1(C)C. Reaction SMILES: [CH2:1]([c:2]1[cH:3][cH:4][cH:5][cH:6][cH:7]1)[O:8][c:9]1[cH:10][c:11]2[c:12]([C:18](=[O:19])[CH:20]3[C:21]([CH3:25])([CH3:26])[C:22]3([CH3:23])[CH3:24])[cH:13][nH:14][c:15]2[cH:16][cH:17]1.[CH3:27][S:28]([O:29][CH2:32][CH2:33][CH2:34][CH2:35][O:36][CH2:37][c:38]1[cH:39][cH:40][cH:41][cH:42][cH:43]1)(=[O:30])=[O:31].[H-:45].[Na+:44].[O:46]=[CH:47][N:48]([CH3:49])[CH3:50]>>[CH2:1]([c:2]1[cH:3][cH:4][cH:5][cH:6][cH:7]1)[O:8][c:9]1[cH:10][c:11]2[c:12]([C:18](=[O:19])[CH:20]3[C:21]([CH3:25])([CH3:26])[C:22]3([CH3:23])[CH3:24])[cH:13][n:14]([CH2:32][CH2:33][CH2:34][CH2:35][O:36][CH2:37][c:38]3[cH:39][cH:40][cH:41][cH:42][cH:43]3)[c:15]2[cH:16][cH:17]1. Starting materials: CC1(C)C(C(=O)c2c[nH]c3ccc(OCc4ccccc4)cc23)C1(C)C, CS(=O)(=O)OCCCCOCc1ccccc1, [H-], [Na+], CN(C)C=O. The reactants are C(C)OC(=O)C1(CCN(CC1)CC1=CC=C(C=C1)OC)S(=O)(=O)C1=CC=C(C=C1)OCCCC (4-(4-Butoxy-benzenesulfonyl)-1-(4-methoxy-benzyl)piperidine-4- carboxylic acid ethyl ester), CO (methanol), [OH-].[Na+] (sodium hydroxide), solid. Product: C(CCC)OC1=CC=C(C=C1)S(=O)(=O)C1(CCN(CC1)C(C1=CC=CC=C1)OC)C(=O)O (4-(4-n-Butoxy-benzenesulfonyl)1-(methoxy-benzyl)-piperidine-4-carboxylic acid). Reaction SMILES: C([O:3][C:4]([C:6]1([S:21]([C:24]2[CH:29]=[CH:28][C:27]([O:30][CH2:31][CH2:32][CH2:33][CH3:34])=[CH:26][CH:25]=2)(=[O:23])=[O:22])[CH2:11][CH2:10][N:9]([CH2:12][C:13]2[CH:18]=[CH:17][C:16](OC)=[CH:15][CH:14]=2)[CH2:8][CH2:7]1)=[O:5])C.[OH-:35].[Na+].[CH3:37]O>>[CH2:31]([O:30][C:27]1[CH:28]=[CH:29][C:24]([S:21]([C:6]2([C:4]([OH:3])=[O:5])[CH2:7][CH2:8][N:9]([CH:12]([O:35][CH3:37])[C:13]3[CH:14]=[CH:15][CH:16]=[CH:17][CH:18]=3)[CH2:10][CH2:11]2)(=[O:23])=[O:22])=[CH:25][CH:26]=1)[CH2:32][CH2:33][CH3:34] |f:1.2|. Reported procedure: 4-(4-n-Butoxy-benzenesulfonyl)1-(methoxy-benzyl)-piperidine-4-carboxylic acid was prepared starting from 4-(4-Butoxy-benzenesulfonyl)-1-(4-methoxy-benzyl)piperidine-4- carboxylic acid ethyl ester (3.0 g, 6.1 mmol) dissolve in methanol (30 mL), 10N sodium hydroxide (10 mL), tetrahydrohydrofuiran (20 mL). The resulting reaction mixture was worked up as outlined in example 83. Yield 1.5 g (53%). white solid mp 207° C., MS: 462.5 (M+H)+. The reactants are ClC1=CC=C(C=C1)C(N1C[C@@H](CC1)NC(C1=CC=C(C=C1)OC(F)(F)F)=O)C1=CC=C(C=C1)Cl ((3R)-1-[bis-(4-chlorophenyl)methyl]-3-[[4-(trifluoromethoxy)benzoyl]amino]pyrrolidine), C1(CCCCC1)P(C1=C(C=CC=C1)C1=C(C=CC=C1)N(C)C)C1CCCCC1 (2-(dicyclohexylphosphino)-2′-(N,N-dimethylamino)biphenyl), C(CCC)NC (n-butylmethylamine), C[Si](C)(C)[N-][Si](C)(C)C.[Li+].O1CCCC1 (lithium bis(trimethylsilyl)amide tetrahydrofuran). The reagents and catalysts are C=1C=CC(=CC1)/C=C/C(=O)/C=C/C2=CC=CC=C2.C=1C=CC(=CC1)/C=C/C(=O)/C=C/C2=CC=CC=C2.C=1C=CC(=CC1)/C=C/C(=O)/C=C/C2=CC=CC=C2.[Pd].[Pd] (tris(dibenzylideneacetone)dipalladium). The solvent is C(C)(=O)OCC (ethyl acetate), O (water). Run at temperature 110 celsius, time 10 minute. Yields the product C(CCC)N(C1=CC=C(C=C1)C(N1C[C@@H](CC1)NC(C1=CC=C(C=C1)OC(F)(F)F)=O)C1=CC=C(C=C1)Cl)C ((3R)-1-[[4-(n-butylmethylamino)phenyl](4-chlorophenyl)methyl]-3-[[4-(trifluoromethoxy)benzoyl]amino]pyrrolidine). Isolated yield 23.0%. Reaction SMILES: Cl[C:2]1[CH:7]=[CH:6][C:5]([CH:8]([C:28]2[CH:33]=[CH:32][C:31]([Cl:34])=[CH:30][CH:29]=2)[N:9]2[CH2:13][CH2:12][C@@H:11]([NH:14][C:15](=[O:27])[C:16]3[CH:21]=[CH:20][C:19]([O:22][C:23]([F:26])([F:25])[F:24])=[CH:18][CH:17]=3)[CH2:10]2)=[CH:4][CH:3]=1.C1(P(C2CCCCC2)[C:42]2C=CC=C[C:43]=2[C:48]2C=CC=C[C:49]=2[N:54](C)[CH3:55])CCCCC1.C(NC)CCC.C[Si]([N-][Si](C)(C)C)(C)C.[Li+].O1CCCC1>C(OCC)(=O)C.C1C=CC(/C=C/C(/C=C/C2C=CC=CC=2)=O)=CC=1.C1C=CC(/C=C/C(/C=C/C2C=CC=CC=2)=O)=CC=1.C1C=CC(/C=C/C(/C=C/C2C=CC=CC=2)=O)=CC=1.[Pd].[Pd].O>[CH2:49]([N:54]([CH3:55])[C:2]1[CH:7]=[CH:6][C:5]([CH:8]([C:28]2[CH:33]=[CH:32][C:31]([Cl:34])=[CH:30][CH:29]=2)[N:9]2[CH2:13][CH2:12][C@@H:11]([NH:14][C:15](=[O:27])[C:16]3[CH:21]=[CH:20][C:19]([O:22][C:23]([F:26])([F:25])[F:24])=[CH:18][CH:17]=3)[CH2:10]2)=[CH:4][CH:3]=1)[CH2:48][CH2:43][CH3:42] |f:3.4.5,7.8.9.10.11|. Procedure details: A mixture of the compound obtained in Example 1 (50 mg), tris(dibenzylideneacetone)dipalladium (0.9 mg), 2-(dicyclohexylphosphino)-2′-(N,N-dimethylamino)biphenyl (1.5 mg), n-butylmethylamine (29 μL) and 1.0M lithium bis(trimethylsilyl)amide/tetrahydrofuran (0.35 mL) was stirred at 110° C. for 10 minutes by using Microwave Synthetic System (Discover; CEM Ltd.). The reaction mixture was diluted with ethyl acetate and thereto was added water. The organic layer was separated and evaporated in vacuo....